This data is from the Open Reaction Database (ORD), a public repository of structured organic reaction records. The task is: describe an organic reaction: reactants, conditions, products, and yield Starting materials: C1CCOC1, [N-]=[N+]=NCc1cc(Cl)ccc1-c1csnn1, O, c1ccc(P(c2ccccc2)c2ccccc2)cc1. The product is NCc1cc(Cl)ccc1-c1csnn1. RXN SMILES: [CH2:37]1[O:38][CH2:39][CH2:40][CH2:41]1.[N:21](=[N+:22]=[N-:23])[CH2:24][c:25]1[c:26](-[c:32]2[n:33][n:34][s:35][cH:36]2)[cH:27][cH:28][c:29]([Cl:31])[cH:30]1.[OH2:20].[c:1]1([P:2]([c:3]2[cH:4][cH:5][cH:6][cH:7][cH:8]2)[c:9]2[cH:10][cH:11][cH:12][cH:13][cH:14]2)[cH:15][cH:16][cH:17][cH:18][cH:19]1>>[NH2:21][CH2:24][c:25]1[c:26](-[c:32]2[n:33][n:34][s:35][cH:36]2)[cH:27][cH:28][c:29]([Cl:31])[cH:30]1. The reactants are C(C)(=O)O (acetic acid), C[O-].[Na+] (sodium methoxide), ClC1=C(C(=O)C2=CC=C(CN=[N+]=[N-])C=C2)C(=CC=C1)Cl (4-(2,6-dichlorobenzoyl)benzyl azide), C(#N)CC(=O)N (2-cyanoacetamide). Solvent: C(C)O (ethanol). Run at time 10 minute. The product is NC1=C(N=NN1CC1=CC=C(C=C1)C(C1=C(C=CC=C1Cl)Cl)=O)C(=O)N (5-amino-1-(4-[2,6-dichlorobenzoyl]benzyl)-1,2,3-triazole-4-carboxamide). Isolated yield 4.9%. Reaction SMILES: C[O-].[Na+].[C:4]([CH2:6][C:7]([NH2:9])=[O:8])#[N:5].[Cl:10][C:11]1[CH:28]=[CH:27][CH:26]=[C:25]([Cl:29])[C:12]=1[C:13]([C:15]1[CH:24]=[CH:23][C:18]([CH2:19][N:20]=[N+:21]=[N-:22])=[CH:17][CH:16]=1)=[O:14].C(O)(=O)C>C(O)C>[NH2:5][C:4]1[N:20]([CH2:19][C:18]2[CH:17]=[CH:16][C:15]([C:13](=[O:14])[C:12]3[C:25]([Cl:29])=[CH:26][CH:27]=[CH:28][C:11]=3[Cl:10])=[CH:24][CH:23]=2)[N:21]=[N:22][C:6]=1[C:7]([NH2:9])=[O:8] |f:0.1|. Procedure: A stirred, 65° C. mixture of sodium methoxide (330 mg, 6.11 mmol) in absolute ethanol (20 ml) was treated with 2-cyanoacetamide (527 mg, 6.27 mmol) and kept 10 minutes. The resulting suspension was treated with 4-(2,6-dichlorobenzoyl)benzyl azide (1.6 g, 5.2 mmol), refluxed 2 hours, cooled, treated with glacial acetic acid (600 μl, 629 mg, 10.5 mmol), and evaporated to dryness under vacuum. The residue was chromatographed on a column of silica gel (100 g) eluted with 19:1 (v/v) dichloromethane-m... Reactants: COc1nc(N)ncc1B1OC(C)(C)C(C)(C)O1, Clc1nc(OC2CCOCC2)cc(N2CCOCC2)n1. The product is COc1nc(N)ncc1-c1nc(OC2CCOCC2)cc(N2CCOCC2)n1. RXN SMILES: [CH3:21][O:22][c:23]1[n:24][c:25]([NH2:38])[n:26][cH:27][c:28]1[B:29]1[O:30][C:31]([CH3:32])([CH3:33])[C:34]([CH3:35])([CH3:36])[O:37]1.[Cl:1][c:2]1[n:3][c:4]([O:14][CH:15]2[CH2:16][CH2:17][O:18][CH2:19][CH2:20]2)[cH:5][c:6]([N:8]2[CH2:9][CH2:10][O:11][CH2:12][CH2:13]2)[n:7]1>>[c:2]1(-[c:28]2[c:23]([O:22][CH3:21])[n:24][c:25]([NH2:38])[n:26][cH:27]2)[n:3][c:4]([O:14][CH:15]2[CH2:16][CH2:17][O:18][CH2:19][CH2:20]2)[cH:5][c:6]([N:8]2[CH2:9][CH2:10][O:11][CH2:12][CH2:13]2)[n:7]1. Starting materials: C(=O)C1=CC=CC(=N1)C1=C(CN(C(OC(C)(C)C)=O)C2=CC=CC=C2)C=CC=C1 (tert-Butyl 2-(6-formylpyridin-2-yl)benzyl(phenyl)carbamate), C(C)(C)C1=C(N)C(=CC=C1)C(C)C (2,6-diisopropylaniline), O.C1(=CC=C(C=C1)S(=O)(=O)O)C (p-toluenesulfonic acid monohydrate). Solvent: O1CCCC1 (Tetrahydrofuran). Run at temperature 5 celsius, time 8 hour. The product is C(C)(C)C1=C(C(=CC=C1)C(C)C)\N=C\C1=CC=CC(=N1)C1=C(CN(C(OC(C)(C)C)=O)C2=CC=CC=C2)C=CC=C1 ((E)-tert-Butyl 2-(6-((2,6-diisopropylphenylimino)methyl)pyridin-2-yl)benzyl-(phenyl)carbamate). Reaction SMILES: [CH:1]([C:3]1[N:8]=[C:7]([C:9]2[CH:29]=[CH:28][CH:27]=[CH:26][C:10]=2[CH2:11][N:12]([C:20]2[CH:25]=[CH:24][CH:23]=[CH:22][CH:21]=2)[C:13](=[O:19])[O:14][C:15]([CH3:18])([CH3:17])[CH3:16])[CH:6]=[CH:5][CH:4]=1)=O.[CH:30]([C:33]1[CH:39]=[CH:38][CH:37]=[C:36]([CH:40]([CH3:42])[CH3:41])[C:34]=1[NH2:35])([CH3:32])[CH3:31].O.C1(C)C=CC(S(O)(=O)=O)=CC=1>O1CCCC1>[CH:40]([C:36]1[CH:37]=[CH:38][CH:39]=[C:33]([CH:30]([CH3:32])[CH3:31])[C:34]=1/[N:35]=[CH:1]/[C:3]1[N:8]=[C:7]([C:9]2[CH:29]=[CH:28][CH:27]=[CH:26][C:10]=2[CH2:11][N:12]([C:20]2[CH:21]=[CH:22][CH:23]=[CH:24][CH:25]=2)[C:13](=[O:19])[O:14][C:15]([CH3:17])([CH3:16])[CH3:18])[CH:6]=[CH:5][CH:4]=1)([CH3:42])[CH3:41] |f:2.3|. Procedure details: Tetrahydrofuran (50 mL) and 4 angstrom molecular sieves (ca. 15 mL) were added to tert-butyl 2-(6-formylpyridin-2-yl)benzyl(phenyl)carbamate (11) (03.63 g, 9.34 mmol). Then 2,6-diisopropylaniline (1.66 g, 9.34 mmol) was added followed by a catalytic amount of p-toluenesulfonic acid monohydrate (0.003 g, 0.015 mmol). The mixture was stirred overnight then filtered and evaporated to a thick yellow oil. After several days the oil began to crystallize. Methanol (40 mL) was added and the mixture was ...